The task is: describe an organic reaction: reactants, conditions, products, and yield. This data is from the Open Reaction Database (ORD), a public repository of structured organic reaction records. Starting materials: C(C1=CC=CC=C1)OC=1C=C(C(=O)Cl)C=CC1OC (3-benzyloxy-4-methoxy-benzoyl chloride), ClC=1C=NC=C(C1CC(=O)C1=CC(=C(C=C1)OC)OC)Cl (2-(3,5-dichloro-pyridin-4-yl)-1-(3,4-dimethoxy -phenyl)-ethanone). Product: ClC=1C=NC=C(C1\C=C(\C1=CC(=C(C=C1)OC)OC)/OC(C1=CC(=C(C=C1)OC)OCC1=CC=CC=C1)=O)Cl (3-benzyloxy-4-methoxy-benzoic acid (Z)-2-(3,5-dichloro-pyridin-4-yl)-1-(3,4-dimethoxy-phenyl)vinyl ester). As a reaction SMILES: [CH2:1]([O:8][C:9]1[CH:10]=[C:11]([CH:15]=[CH:16][C:17]=1[O:18][CH3:19])[C:12](Cl)=[O:13])[C:2]1[CH:7]=[CH:6][CH:5]=[CH:4][CH:3]=1.[Cl:20][C:21]1[CH:22]=[N:23][CH:24]=[C:25]([Cl:40])[C:26]=1[CH2:27][C:28]([C:30]1[CH:35]=[CH:34][C:33]([O:36][CH3:37])=[C:32]([O:38][CH3:39])[CH:31]=1)=[O:29]>>[Cl:40][C:25]1[CH:24]=[N:23][CH:22]=[C:21]([Cl:20])[C:26]=1/[CH:27]=[C:28](\[O:29][C:12](=[O:13])[C:11]1[CH:15]=[CH:16][C:17]([O:18][CH3:19])=[C:9]([O:8][CH2:1][C:2]2[CH:3]=[CH:4][CH:5]=[CH:6][CH:7]=2)[CH:10]=1)/[C:30]1[CH:35]=[CH:34][C:33]([O:36][CH3:37])=[C:32]([O:38][CH3:39])[CH:31]=1. Procedure details: The compound was obtained starting from 3-benzyloxy-4-methoxy-benzoyl chloride and 2-(3,5-dichloro-pyridin-4-yl)-1-(3,4-dimethoxy -phenyl)-ethanone, following the procedure of Example 7. Procedure details: The title compound was prepared from 2-ethyl-m-anisidine (68) following the procedure (Steps 3-5) reported for the preparation of 4-hydroxy-2-(4-isopropylthiazole-2-yl)-7-methoxy-8-methylquinoline (36): m/z=329 (M+H)+. Yields the product C(C)C=1C(=CC=C2C(=CC(=NC12)C=1SC=C(N1)C(C)C)O)OC (8-ethyl-4-hydroxy-2-(4-isopropylthiazole-2-yl)-7-methoxyquinoline). RXN SMILES: [CH2:1]([C:3]1[C:10]([NH2:11])=[CH:9][CH:8]=[CH:7][C:4]=1[O:5][CH3:6])[CH3:2].[OH:12][C:13]1C2C(=C(C)C(OC)=CC=2)N=[C:15]([C:26]2[S:27][CH:28]=[C:29]([CH:31]([CH3:33])[CH3:32])[N:30]=2)[CH:14]=1>>[CH2:1]([C:3]1[C:4]([O:5][CH3:6])=[CH:7][CH:8]=[C:9]2[C:10]=1[N:11]=[C:15]([C:26]1[S:27][CH:28]=[C:29]([CH:31]([CH3:32])[CH3:33])[N:30]=1)[CH:14]=[C:13]2[OH:12])[CH3:2]. Starting materials: C(C)C1=C(OC)C=CC=C1N (2-ethyl-m-anisidine), OC1=CC(=NC2=C(C(=CC=C12)OC)C)C=1SC=C(N1)C(C)C (4-hydroxy-2-(4-isopropylthiazole-2-yl)-7-methoxy-8-methylquinoline). Starting materials: Cl (hydrochloric acid), CC=1NC(=C(C1)C)C(=O)OCC (2,4-dimethyl-5-carbethoxy-pyrrole), C(CC)=O (Propionaldehyde). The reagents and catalysts are [Zn] (zinc). Solvent: C(C)(=O)OC(C)=O (Acetic anhydride). Product: CC=1NC(=C(C1CCC)C)C(=O)OCC (2,4-Dimethyl-3-n-propyl-5-carbethoxy-pyrrole). RXN SMILES: Cl.[CH3:2][C:3]1[NH:4][C:5]([C:9]([O:11][CH2:12][CH3:13])=[O:10])=[C:6]([CH3:8])[CH:7]=1.[CH:14](=O)[CH2:15][CH3:16]>[Zn].C(OC(=O)C)(=O)C>[CH3:2][C:3]1[NH:4][C:5]([C:9]([O:11][CH2:12][CH3:13])=[O:10])=[C:6]([CH3:8])[C:7]=1[CH2:14][CH2:15][CH3:16]. Procedure: Acetic anhydride (20 ml) was added to stirred and cooled concentrated hydrochloric acid (5 ml), and 2,4-dimethyl-5-carbethoxy-pyrrole (0.668 g) was dissolved in this. Propionaldehyde (0.6 ml) and amalgamated zinc (10 g, 20 mesh) was added, the mixture stirred 15 min, at 20°-25° then decanted into ice water (100 ml). The solid was distilled (80°-95°, 1 × 10-4 mm) and crystallized from aqueous ethanol as colourless irregular prisms (48%), m.p. 99°-99.5° (lit19) 98°). Anal. Calc. for C12H19NO2 : C,... Reactants: COCCBr, CCO, [Na+], [OH-], O, OCc1cccc(O)c1. Product: COCCOc1cccc(CO)c1. As a reaction SMILES: [Br:12][CH2:13][CH2:14][O:15][CH3:16].[CH3:17][CH2:18][OH:19].[Na+:11].[OH-:10].[OH2:20].[OH:1][CH2:2][c:3]1[cH:4][cH:5][cH:6][c:7]([OH:8])[cH:9]1>>[OH:1][CH2:2][c:3]1[cH:4][cH:5][cH:6][c:7]([O:8][CH2:13][CH2:14][O:15][CH3:16])[cH:9]1. Starting materials: ClCCl, CO, Cl, [Na+], [OH-], CCOCn1c(CCC(C)CCl)nc2c(N(Cc3ccccc3)Cc3ccccc3)nc3ccccc3c21. RXN SMILES: [CH2:44]([Cl:45])[Cl:46].[CH3:42][OH:43].[ClH:1].[Na+:41].[OH-:40].[c:2]1([CH2:8][N:9]([c:10]2[n:11][c:12]3[cH:13][cH:14][cH:15][cH:16][c:17]3[c:18]3[c:19]2[n:20][c:21]([CH2:27][CH2:28][CH:29]([CH2:30][Cl:31])[CH3:32])[n:22]3[CH2:23][O:24][CH2:25][CH3:26])[CH2:33][c:34]2[cH:35][cH:36][cH:37][cH:38][cH:39]2)[cH:3][cH:4][cH:5][cH:6][cH:7]1>>[c:2]1([CH2:8][N:9]([c:10]2[n:11][c:12]3[cH:13][cH:14][cH:15][cH:16][c:17]3[c:18]3[c:19]2[n:20][c:21]([CH2:27][CH2:28][CH:29]([CH2:30][Cl:31])[CH3:32])[nH:22]3)[CH2:33][c:34]2[cH:35][cH:36][cH:37][cH:38][cH:39]2)[cH:3][cH:4][cH:5][cH:6][cH:7]1. Product: CC(CCl)CCc1nc2c(N(Cc3ccccc3)Cc3ccccc3)nc3ccccc3c2[nH]1. Starting materials: S(=O)(=O)(C)Cl (mesyl chloride), NC=1SC(=CN1)SCC1=CC=CC=C1 (2-amino-5-benzylthiothiazole), ice water. The solvent is N1=CC=CC=C1 (pyridine). Run at temperature 60 celsius. Yields the product CS(=O)(=O)NC=1SC(=CN1)SCC1=CC=CC=C1 (2-methanesulfonamido-5-benzylthiothiazole). The yield is 85.1%. RXN SMILES: [NH2:1][C:2]1[S:3][C:4]([S:7][CH2:8][C:9]2[CH:14]=[CH:13][CH:12]=[CH:11][CH:10]=2)=[CH:5][N:6]=1.[S:15](Cl)([CH3:18])(=[O:17])=[O:16]>N1C=CC=CC=1>[CH3:18][S:15]([NH:1][C:2]1[S:3][C:4]([S:7][CH2:8][C:9]2[CH:10]=[CH:11][CH:12]=[CH:13][CH:14]=2)=[CH:5][N:6]=1)(=[O:17])=[O:16]. Reported procedure: To a mixture of 2-amino-5-benzylthiothiazole (6.7 g.) and pyridine (50 ml.) was dropwise added mesyl chloride (10.3 g.) over 15 minutes under ice-cooling and stirring, and the mixture was stirred for 3.5 hours at room temperature. After the reaction, the reaction mixture was poured into ice-water (300 ml.), and the precipitates were collected by filtration and then washed with water. The precipitates were added to 1 N sodium hydroxide aqueous solution (50 ml.), and the mixture was heated at 60° ... Reactants: CCC(C)C(N)C(=O)OC, FC(F)(F)c1cc(N=C=S)ccc1Cl, Nc1ccc(Cl)c(C(F)(F)F)c1, NCCO, CCC(C)C(N)CO. The product is CCC(C)C1CSC(=Nc2ccc(Cl)c(C(F)(F)F)c2)N1. Reaction SMILES: [CH3:9][O:10][C:11](=[O:12])[CH:13]([CH:14]([CH2:15][CH3:16])[CH3:17])[NH2:18].[Cl:35][c:36]1[c:37]([C:45]([F:46])([F:47])[F:48])[cH:38][c:39]([N:42]=[C:43]=[S:44])[cH:40][cH:41]1.[NH2:23][c:24]1[cH:25][c:26]([C:27]([F:28])([F:29])[F:30])[c:31]([Cl:32])[cH:33][cH:34]1.[OH:19][CH2:20][CH2:21][NH2:22].[OH:1][CH2:2][CH:3]([CH:4]([CH2:5][CH3:6])[CH3:7])[NH2:8]>>[CH2:2]1[CH:3]([CH:4]([CH2:5][CH3:6])[CH3:7])[NH:8][C:43](=[N:42][c:39]2[cH:38][c:37]([C:45]([F:46])([F:47])[F:48])[c:36]([Cl:35])[cH:41][cH:40]2)[S:44]1.